describe an organic reaction: reactants, conditions, products, and yield From a dataset of the Open Reaction Database (ORD), a public repository of structured organic reaction records. The reactants are CC(C)(C)OC(=O)N1CCN(c2ccc3ccccc3n2)CC1, Cl, C1COCCO1. Product: Cl, c1ccc2nc(N3CCNCC3)ccc2c1. Reaction SMILES: [C:1]([O:2][C:3](=[O:4])[N:8]1[CH2:9][CH2:10][N:11]([c:14]2[n:15][c:16]3[cH:17][cH:18][cH:19][cH:20][c:21]3[cH:22][cH:23]2)[CH2:12][CH2:13]1)([CH3:5])([CH3:6])[CH3:7].[ClH:24].[O:25]1[CH2:26][CH2:27][O:28][CH2:29][CH2:30]1>>[ClH:24].[NH:8]1[CH2:9][CH2:10][N:11]([c:14]2[n:15][c:16]3[cH:17][cH:18][cH:19][cH:20][c:21]3[cH:22][cH:23]2)[CH2:12][CH2:13]1. Reactants: CC(C)(C#N)c1cccc(Br)n1, O=C([O-])[O-], CS(C)=O, [K+], [K+], OO. The product is CC(C)(C(N)=O)c1cccc(Br)n1. Reaction SMILES: [Br:1][c:2]1[cH:3][cH:4][cH:5][c:6]([C:8]([C:9]#[N:10])([CH3:11])[CH3:12])[n:7]1.[C:15]([O-:16])(=[O:17])[O-:18].[CH3:21][S:22]([CH3:23])=[O:24].[K+:19].[K+:20].[OH:13][OH:14]>>[Br:1][c:2]1[cH:3][cH:4][cH:5][c:6]([C:8]([C:9]([NH2:10])=[O:16])([CH3:11])[CH3:12])[n:7]1. Reactants: ClCCCOC=1C=C(C=CC1)C1=CC2=NC=CC(=C2S1)OC1=C(C=C(C=C1)NC(CC(=O)NC1=C(C=CC=C1)OC)=O)F (N1-(4-(2-(3-(3-Chloropropoxy)phenyl)thieno[3,2-b]pyridin-7-yloxy)-3-fluorophenyl)-N3-(2-methoxyphenyl)malonamide), [N-]=[N+]=[N-].[Na+] (sodium azide). The solvent is CN(C)C=O (DMF). Run at temperature 100 celsius, time 3 hour. The product is NCCCOC=1C=C(C=CC1)C1=CC2=NC=CC(=C2S1)OC1=C(C=C(C=C1)NC(CC(=O)NC1=C(C=CC=C1)OC)=O)F (N1-(4-(2-(3-(3-Aminopropoxy)phenyl)thieno[3,2-b]pyridin-7-yloxy)-3-fluorophenyl)-N3-(2-methoxyphenyl)malonamide). The yield is 52.1%. RXN SMILES: Cl[CH2:2][CH2:3][CH2:4][O:5][C:6]1[CH:7]=[C:8]([C:12]2[S:20][C:19]3[C:14](=[N:15][CH:16]=[CH:17][C:18]=3[O:21][C:22]3[CH:27]=[CH:26][C:25]([NH:28][C:29](=[O:42])[CH2:30][C:31]([NH:33][C:34]4[CH:39]=[CH:38][CH:37]=[CH:36][C:35]=4[O:40][CH3:41])=[O:32])=[CH:24][C:23]=3[F:43])[CH:13]=2)[CH:9]=[CH:10][CH:11]=1.[N-:44]=[N+]=[N-].[Na+]>CN(C=O)C>[NH2:44][CH2:2][CH2:3][CH2:4][O:5][C:6]1[CH:7]=[C:8]([C:12]2[S:20][C:19]3[C:14](=[N:15][CH:16]=[CH:17][C:18]=3[O:21][C:22]3[CH:27]=[CH:26][C:25]([NH:28][C:29](=[O:42])[CH2:30][C:31]([NH:33][C:34]4[CH:39]=[CH:38][CH:37]=[CH:36][C:35]=4[O:40][CH3:41])=[O:32])=[CH:24][C:23]=3[F:43])[CH:13]=2)[CH:9]=[CH:10][CH:11]=1 |f:1.2|. Procedure: To a solution of 366 (0.19 g, 0.31 mmol) in DMF (5 mL) was added sodium azide (0.050 g, 0.77 mmol) and the reaction mixture was heated to 100° C. for 1 h. The mixture was then cooled, partitioned between ethyl acetate and water, the organic phase was collected, washed with water, brine, dried (anhydrous MgSO4), filtered, and concentrated. The residue was filtered through a short plug of silica, eluting with ethyl acetate, and the eluate was concentrated. The residue was dissolved in 1:1 ethyl ac... Starting materials: ClC1=NC2=CC=CC=C2C(=N1)N (2-chloro-4-aminoquinazoline), CN1CCNCC1 (4-methylpiperazine), C(C)O (ethanol), [OH-].[Na+] (sodium hydroxide). Run in O (water). The product is Cl.CN1CCN(CC1)C1=NC2=CC=CC=C2C(=N1)N (2-(4-methylpiperazinyl)-4-aminoquinazoline hydrochloride). RXN SMILES: [Cl:1][C:2]1[N:11]=[C:10]([NH2:12])[C:9]2[C:4](=[CH:5][CH:6]=[CH:7][CH:8]=2)[N:3]=1.[CH3:13][N:14]1[CH2:19][CH2:18][NH:17][CH2:16][CH2:15]1.C(O)C.[OH-].[Na+]>O>[ClH:1].[CH3:13][N:14]1[CH2:19][CH2:18][N:17]([C:2]2[N:11]=[C:10]([NH2:12])[C:9]3[C:4](=[CH:5][CH:6]=[CH:7][CH:8]=3)[N:3]=2)[CH2:16][CH2:15]1 |f:3.4,6.7|. Procedure: A mixture of 5 g of 2-chloro-4-aminoquinazoline, 5 ml of 4-methylpiperazine, and 10 ml of ethanol was heated at reflux overnight. The reaction mixture was diluted with 200 ml of water, made alkaline with 15 ml of 50 percent sodium hydroxide solution, and extracted with 500 ml of ether. The ether extract was washed with water, dried over anhydrous sodium sulfate, and filtered. The ether was removed by evaporation. The residue was dissolved in 500 ml of dry ether and treated with excess hydrogen c...